Dataset: the Open Reaction Database (ORD), a public repository of structured organic reaction records. Task: describe an organic reaction: reactants, conditions, products, and yield RXN SMILES: [C:27](=[O:28])([O-:29])[O-:30].[CH3:33][OH:34].[K+:31].[K+:32].[NH2:1][c:2]1[c:3]([C:21]#[C:22][Si:23]([CH3:24])([CH3:25])[CH3:26])[c:4]([C:19]#[N:20])[n:5][n:6]1-[c:7]1[c:8]([Cl:18])[cH:9][c:10]([C:14]([F:15])([F:16])[F:17])[cH:11][c:12]1[Cl:13]>>[NH2:1][c:2]1[c:3]([C:21]#[CH:22])[c:4]([C:19]#[N:20])[n:5][n:6]1-[c:7]1[c:8]([Cl:18])[cH:9][c:10]([C:14]([F:15])([F:16])[F:17])[cH:11][c:12]1[Cl:13]. Yields the product C#Cc1c(C#N)nn(-c2c(Cl)cc(C(F)(F)F)cc2Cl)c1N. Starting materials: O=C([O-])[O-], CO, [K+], [K+], C[Si](C)(C)C#Cc1c(C#N)nn(-c2c(Cl)cc(C(F)(F)F)cc2Cl)c1N. Reactants: CS(=O)(=O)OC1CCN(c2nc3ccc(-c4ccc(C#N)cc4)cc3s2)C1, CC1CCCN1, CC#N, CCN(C(C)C)C(C)C. The product is CC1CCCN1C1CCN(c2nc3ccc(-c4ccc(C#N)cc4)cc3s2)C1. As a reaction SMILES: [CH3:1][S:2]([O:3][CH:6]1[CH2:7][N:8]([c:11]2[s:12][c:13]3[c:14]([n:15]2)[cH:16][cH:17][c:18](-[c:20]2[cH:21][cH:22][c:23]([C:26]#[N:27])[cH:24][cH:25]2)[cH:19]3)[CH2:9][CH2:10]1)(=[O:4])=[O:5].[CH3:28][CH:29]1[NH:30][CH2:31][CH2:32][CH2:33]1.[CH3:43][C:44]#[N:45].[CH:34]([N:35]([CH2:36][CH3:37])[CH:38]([CH3:39])[CH3:40])([CH3:41])[CH3:42]>>[CH:6]1([N:30]2[CH:29]([CH3:28])[CH2:33][CH2:32][CH2:31]2)[CH2:7][N:8]([c:11]2[s:12][c:13]3[c:14]([n:15]2)[cH:16][cH:17][c:18](-[c:20]2[cH:21][cH:22][c:23]([C:26]#[N:27])[cH:24][cH:25]2)[cH:19]3)[CH2:9][CH2:10]1. Reactants: CC#N (CH3CN), NC1=C(C(=NC(=C1F)Cl)C(=O)OC)OC (methyl 4-amino-6-chloro-5-fluoro-3-methoxypicolinate), CC1(OB(OC1(C)C)C1=CC=C(C=O)C=C1)C (4-(4,4,5,5-tetramethyl-1,3,2-dioxaborolan-2-yl)benzaldehyde), [F-].[K+] (KF). Reagents/catalysts: Cl[Pd]([P](C1=CC=CC=C1)(C2=CC=CC=C2)C3=CC=CC=C3)([P](C4=CC=CC=C4)(C5=CC=CC=C5)C6=CC=CC=C6)Cl (PdCl2(PPh3)2). The solvent is O (H2O), C(Cl)Cl (CH2Cl2), O (H2O). Reaction conditions: time 20 minute. The product is NC1=C(C(=NC(=C1F)C1=CC=C(C=C1)C=O)C(=O)OC)OC (methyl 4-amino-5-fluoro-6-(4-formylphenyl)-3-methoxypicolinate). Isolated yield 64.6%. Reaction SMILES: [NH2:1][C:2]1[C:7]([F:8])=[C:6](Cl)[N:5]=[C:4]([C:10]([O:12][CH3:13])=[O:11])[C:3]=1[O:14][CH3:15].CC1(C)C(C)(C)OB([C:24]2[CH:31]=[CH:30][C:27]([CH:28]=[O:29])=[CH:26][CH:25]=2)O1.[F-].[K+].CC#N>C(Cl)Cl.O.Cl[Pd](Cl)([P](C1C=CC=CC=1)(C1C=CC=CC=1)C1C=CC=CC=1)[P](C1C=CC=CC=1)(C1C=CC=CC=1)C1C=CC=CC=1>[NH2:1][C:2]1[C:7]([F:8])=[C:6]([C:24]2[CH:31]=[CH:30][C:27]([CH:28]=[O:29])=[CH:26][CH:25]=2)[N:5]=[C:4]([C:10]([O:12][CH3:13])=[O:11])[C:3]=1[O:14][CH3:15] |f:2.3,^1:44,63|. Procedure details: To a 5-mL microwave safe vial was added methyl 4-amino-6-chloro-5-fluoro-3-methoxypicolinate (0.400 g, 1.705 mmol), 4-(4,4,5,5-tetramethyl-1,3,2-dioxaborolan-2-yl)benzaldehyde (0.435 g, 1.875 mmol), KF (0.297 g, 5.11 mmol), and PdCl2(PPh3)2 (0.120 g, 0.170 mmol). A mixture of H2O (1 mL) and CH3CN (2 mL) was added, and the reaction vial was capped and placed in a Biotage Initiator microwave reactor for 20 min at 115° C. with external IR-sensor temperature monitoring from the side of the vessel. U... Starting materials: O=C1Cc2cc(Br)ccc2N1, O=Cc1[nH]cc2c1CCOC2=O. The product is O=C1Nc2ccc(Br)cc2C1=Cc1[nH]cc2c1CCOC2=O. RXN SMILES: [Br:1][c:2]1[cH:3][c:4]2[c:8]([cH:9][cH:10]1)[NH:7][C:6](=[O:11])[CH2:5]2.[O:12]=[C:13]1[O:14][CH2:15][CH2:16][c:17]2[c:18]1[cH:19][nH:20][c:21]2[CH:22]=[O:23]>>[Br:1][c:2]1[cH:3][c:4]2[c:8]([cH:9][cH:10]1)[NH:7][C:6](=[O:11])[C:5]2=[CH:22][c:21]1[c:17]2[c:18]([cH:19][nH:20]1)[C:13](=[O:12])[O:14][CH2:15][CH2:16]2. Starting materials: C(C)(=O)O[C@H]1[C@@H](O[C@@H]([C@H]([C@@H]1OC(C)=O)OC(C)=O)COC(C)=O)OC1=NNC(=C1CC1=CC=C(C=C1)OCCC(=O)O)C(C)C (3-(2,3,4,6-tetra-O-acetyl-β-D-glucopyranosyloxy)-4-{[4-(2-carboxyethoxy)-phenyl]methyl}-5-isopropyl-1H-pyrazole), NC(C(=O)N1CCN(CC1)C)(C)C (1-(2-amino-2-methylpropionyl)-4-methylpiperazine), NC(C(=O)N)(C)C (2-amino-2-methylpropionamide). Yields the product [C@@H]1([C@H](O)[C@@H](O)[C@H](O)[C@H](O1)CO)OC1=NNC(=C1CC1=CC=C(C=C1)OCCC(NC(C)(C)C(=O)N1CCN(CC1)C)=O)C(C)C (3-(β-D-Glucopyranosyloxy)-5-isopropyl-4-{[4-(2-{1-[(4-methylpiperazin-1-yl)carbonyl]-1-(methyl)ethylcarbamoyl}-ethoxy)phenyl]methyl}-1H-pyrazole). As a reaction SMILES: C([O:4][C@@H:5]1[C@@H:10]([O:11]C(=O)C)[C@H:9]([O:15]C(=O)C)[C@@H:8]([CH2:19][O:20]C(=O)C)[O:7][C@H:6]1[O:24][C:25]1[C:29]([CH2:30][C:31]2[CH:36]=[CH:35][C:34]([O:37][CH2:38][CH2:39][C:40](O)=[O:41])=[CH:33][CH:32]=2)=[C:28]([CH:43]([CH3:45])[CH3:44])[NH:27][N:26]=1)(=O)C.[NH2:46][C:47]([CH3:58])([CH3:57])[C:48]([N:50]1[CH2:55][CH2:54][N:53]([CH3:56])[CH2:52][CH2:51]1)=[O:49].NC(C)(C)C(N)=O>>[C@@H:6]1([O:24][C:25]2[C:29]([CH2:30][C:31]3[CH:36]=[CH:35][C:34]([O:37][CH2:38][CH2:39][C:40](=[O:41])[NH:46][C:47]([C:48]([N:50]4[CH2:55][CH2:54][N:53]([CH3:56])[CH2:52][CH2:51]4)=[O:49])([CH3:58])[CH3:57])=[CH:33][CH:32]=3)=[C:28]([CH:43]([CH3:45])[CH3:44])[NH:27][N:26]=2)[O:7][C@H:8]([CH2:19][OH:20])[C@@H:9]([OH:15])[C@H:10]([OH:11])[C@H:5]1[OH:4]. Reported procedure: The title compound was prepared in a similar manner to that described in Example 78 using 3-(2,3,4,6-tetra-O-acetyl-β-D-glucopyranosyloxy)-4-{[4-(2-carboxyethoxy)-phenyl]methyl}-5-isopropyl-1H-pyrazole and 1-(2-amino-2-methylpropionyl)-4-methylpiperazine instead of 3-(2,3,4,6-tetra-O-acetyl-β-D-glucopyranosyloxy)-4-{[4-(2-carboxy-ethoxy)-2-methylphenyl]methyl}-5-isopropyl-1H-pyrazole and 2-amino-2-methylpropionamide, respectively.